Dataset: the Open Reaction Database (ORD), a public repository of structured organic reaction records. Task: describe an organic reaction: reactants, conditions, products, and yield Yields the product OCC(O)COCc1ccccc1. Starting materials: CC1(C)OCC(COCc2ccccc2)O1, [Na+], [OH-], O, O=P(O)(O)O. Reaction SMILES: [CH2:1]([c:2]1[cH:3][cH:4][cH:5][cH:6][cH:7]1)[O:8][CH2:9][CH:10]1[O:11][C:12]([CH3:15])([CH3:16])[O:13][CH2:14]1.[Na+:23].[OH-:22].[OH2:24].[P:17](=[O:18])([OH:19])([OH:20])[OH:21]>>[CH2:1]([c:2]1[cH:3][cH:4][cH:5][cH:6][cH:7]1)[O:8][CH2:9][CH:10]([OH:11])[CH2:14][OH:13]. Procedure details: To an ice cooled, stirred solution of the Compound 3b (5.00 g, 17.5 mmol) in tetrahydrofuran (100 mL) was added dropwise over 30 minutes 1.0 MBH3.THF (20 mL). The solution was allowed to warm to room temperature and was stirred overnight. Additional 1.0 M BH3.THF (5 mL) was added, and the solution was stirred another 4 hours. Water was added to hydrolyze the reaction, and the solution then was evaporated to dryness. The residue was dissolved in diethyl ether, and this solution was washed with a ... Conditions: time 8 hour. Reaction SMILES: [S:1]1[CH2:6][CH2:5][CH2:4][S:3][CH:2]1[C:7]1[CH:15]=[CH:14][C:13]([N+:16]([O-:18])=[O:17])=[CH:12][C:8]=1[C:9](O)=[O:10].B.C1COCC1.O>O1CCCC1>[S:1]1[CH2:6][CH2:5][CH2:4][S:3][CH:2]1[C:7]1[CH:15]=[CH:14][C:13]([N+:16]([O-:18])=[O:17])=[CH:12][C:8]=1[CH2:9][OH:10] |f:1.2|. Yields the product S1C(SCCC1)C1=C(CO)C=C(C=C1)[N+](=O)[O-] (2-[1,3-Dithian-2-yl]-5-nitrobenzyl alcohol). The reactants are ice, S1C(SCCC1)C1=C(C(=O)O)C=C(C=C1)[N+](=O)[O-] (2-[1,3-Dithian-2-yl]-5-nitrobenzoic acid), O (Water), B.C1CCOC1 (BH3.THF). Run in O1CCCC1 (tetrahydrofuran), C1CCOC1 (THF). Starting materials: C[SH-]C(N(CC)CC)=S (S-Methyl-N,N-diethyldithiocarbamate), I(=O)(=O)(=O)[O-].[Na+] (sodium metaperiodate), O (H2O), C[SH-]C(N(CC)CC)=S (DDTC-Me), I(=O)(=O)(=O)[O-].[Na+] (Sodium metaperiodate), C[SH-]C(N(CC)CC)=S (DDTC-Me), O (H2O). Solvent: CO (MeOH), CO (methanol), P(=O)([O-])([O-])[O-].[K+].[K+].[K+] (potassium phosphate), CO (MeOH). Run at temperature 0 celsius, time 24 hour. Product: CCN(CC)C(=S)S(=O)C (S-Methyl-N,N-diethyldithiocarbamate sulfoxide). Reaction SMILES: [CH3:1][SH-:2][C:3](=[S:9])[N:4]([CH2:7][CH3:8])[CH2:5][CH3:6].I([O-])(=O)(=O)=[O:11].[Na+].O>CO.P([O-])([O-])([O-])=O.[K+].[K+].[K+]>[CH3:6][CH2:5][N:4]([C:3]([S:2]([CH3:1])=[O:11])=[S:9])[CH2:7][CH3:8] |f:1.2,5.6.7.8|. Procedure details: S-Methyl-N,N-diethyldithiocarbamate sulfoxide (DDTC-Me SO) was prepared from S-Methyl-N,N-diethyldithiocarbamate (DDTC-Me). The synthesis of DDTC-Me was carried out as described by M. D. Faiman et al., Alcoholism, 7, 307 (1983). Sodium metaperiodate (200 mg) (Sigma Chemical Co.) was dissolved in 25 ml of 50:50 MeOH:H2O at 0° C. DDTC-Me (200 mg) was separately dissolved in 2 ml of methanol, and was then cooled to 0° C. before addition to a constantly stirring solution of sodium metaperiodate in M... Starting materials: Cl, Nc1ccc(C(F)(F)F)cc1, [K+], N#C[S-]. The product is NC(=S)Nc1ccc(C(F)(F)F)cc1. Reaction SMILES: [ClH:16].[F:1][C:2]([c:3]1[cH:4][cH:5][c:6]([NH2:7])[cH:8][cH:9]1)([F:10])[F:11].[K+:12].[S-:13][C:14]#[N:15]>>[F:1][C:2]([c:3]1[cH:4][cH:5][c:6]([NH:7][C:14](=[S:13])[NH2:15])[cH:8][cH:9]1)([F:10])[F:11]. The reactants are C(C)OC(C(C(C1C(CCCCC1)=O)=O)C1CCCCC1)=O (2-cyclohexyl-3-oxo-3-(2-oxo-cycloheptyl)-propionic acid ethyl ester), ClC1=CC=C(C=C1)NN ((4-chloro-phenyl)-hydrazine). Solvent: C(C)O (ethanol). The product is C(C)OC(C(C1CCCCC1)C=1N(N=C2C1CCCCC2)C2=CC=C(C=C2)Cl)=O ([2-(4-Chloro-phenyl)-2,4,5,6,7,8-hexahydro-cycloheptapyrazol-3-yl]-cyclohexyl-acetic acid ethyl ester). As a reaction SMILES: [CH2:1]([O:3][C:4](=[O:22])[CH:5]([CH:16]1[CH2:21][CH2:20][CH2:19][CH2:18][CH2:17]1)[C:6](=O)[CH:7]1[CH2:13][CH2:12][CH2:11][CH2:10][CH2:9][C:8]1=O)[CH3:2].[Cl:23][C:24]1[CH:29]=[CH:28][C:27]([NH:30][NH2:31])=[CH:26][CH:25]=1>C(O)C>[CH2:1]([O:3][C:4](=[O:22])[CH:5]([C:6]1[N:30]([C:27]2[CH:28]=[CH:29][C:24]([Cl:23])=[CH:25][CH:26]=2)[N:31]=[C:8]2[CH2:9][CH2:10][CH2:11][CH2:12][CH2:13][C:7]=12)[CH:16]1[CH2:21][CH2:20][CH2:19][CH2:18][CH2:17]1)[CH3:2]. Reported procedure: In analogy to the procedure described in example 1.3, 2-cyclohexyl-3-oxo-3-(2-oxo-cycloheptyl)-propionic acid ethyl ester was condensed with (4-chloro-phenyl)-hydrazine (CAS Reg. No. 1073-69-4) in ethanol to give the title compound as orange oil. MS: m/e=415.3 [M+H+]. Solvent: CCOC(=O)C (EtOAc). The product is C(C)SC1=NC(=CC=C1N)C=1C(=NN(C1)C)C1=C(C=CC=C1)F (2-(ethylthio)-6-(3-(2-fluorophenyl)-1-methyl-1H-pyrazol-4-yl)pyridine-3-amine). Yield: 87.8%. Reaction SMILES: [CH2:1]([S:3][C:4]1[C:9]([N+:10]([O-])=O)=[CH:8][CH:7]=[C:6]([C:13]2[C:14]([C:19]3[CH:24]=[CH:23][CH:22]=[CH:21][C:20]=3[F:25])=[N:15][N:16]([CH3:18])[CH:17]=2)[N:5]=1)[CH3:2].Cl[Sn]Cl>CCOC(C)=O>[CH2:1]([S:3][C:4]1[C:9]([NH2:10])=[CH:8][CH:7]=[C:6]([C:13]2[C:14]([C:19]3[CH:24]=[CH:23][CH:22]=[CH:21][C:20]=3[F:25])=[N:15][N:16]([CH3:18])[CH:17]=2)[N:5]=1)[CH3:2]. Procedure details: A solution of 2-(ethylthio)-6-(3-(2-fluorophenyl)-1-methyl-1H-pyrazol-4-yl)-3-nitropyridine (2.87 g, 8.01 mmol, 1.00 eq.) and SnCl2●2H2O (9.05 g, 40.1 mmol, 5.0 eq.) in EtOAc (200 mL) was refluxed for 2 h. After cooling to room temperature, the solution was washed with saturated aqueous NaHCO3, dried over Na2SO4, filtered, and concentrated in vacuo to give 2-(ethylthio)-6-(3-(2-fluorophenyl)-1-methyl-1H-pyrazol-4-yl)pyridine-3-amine as a yellow solid (2.31 g, 88% yield). The reactants are C(C)SC1=NC(=CC=C1[N+](=O)[O-])C=1C(=NN(C1)C)C1=C(C=CC=C1)F (2-(ethylthio)-6-(3-(2-fluorophenyl)-1-methyl-1H-pyrazol-4-yl)-3-nitropyridine), Cl[Sn]Cl (SnCl2). Reactants: [Cl-].OC(CNC(C1=C(C(C(=O)O)=C(C(=C1I)NC(COC)=O)I)I)=O)CO (5-methoxyacetylamino-2,4,6-triiodoisophthalic acid (2,3-dihydroxypropyl)amide chloride), C(C)(=O)O (acetic acid), O.O.O.C(C)(=O)[O-].[Na+] (sodium acetate trihydrate), C(C)(=O)O (acetic acid), O (water), S(O)(O)(=O)=O (Sulfuric acid). Reaction conditions: temperature 5 celsius, time 1 hour. Product: [Cl-].C(C)(=O)OC(CNC(C1=C(C(C(=O)O)=C(C(=C1I)NC(COC)=O)I)I)=O)COC(C)=O (5-methoxyacetylamino-2,4,6-triiodoisophthalic acid (2,3-diacetoxypropyl)amide chloride), solid. The yield is 90.2%. Reaction SMILES: [Cl-:1].[OH:2][CH:3]([CH2:26][OH:27])[CH2:4][NH:5][C:6](=[O:25])[C:7]1[C:15]([I:16])=[C:14]([NH:17][C:18](=[O:22])[CH2:19][O:20][CH3:21])[C:13]([I:23])=[C:9]([C:10]([OH:12])=[O:11])[C:8]=1[I:24].S(=O)(=O)(O)O.O.O.O.[C:36]([O-:39])(=O)[CH3:37].[Na+].O.[C:42](O)(=[O:44])[CH3:43]>>[Cl-:1].[C:42]([O:2][CH:3]([CH2:26][O:27][C:36](=[O:39])[CH3:37])[CH2:4][NH:5][C:6](=[O:25])[C:7]1[C:15]([I:16])=[C:14]([NH:17][C:18](=[O:22])[CH2:19][O:20][CH3:21])[C:13]([I:23])=[C:9]([C:10]([OH:12])=[O:11])[C:8]=1[I:24])(=[O:44])[CH3:43] |f:0.1,3.4.5.6.7,10.11|. Procedure details: 5-methoxyacetylamino-2,4,6-triiodoisophthalic acid (2,3-dihydroxypropyl)amide chloride (9.97 kg, 13.8 mol) was dispersed in acetic acid, and then anhydrous acetic acid (7.45 kg) was added thereto and the mixture was cooled to 5° C. Sulfuric acid (135 g) was slowly added thereto and the mixture was stirred for 1 hour. To the obtained clear solution, sodium acetate trihydrate (376 g) was added and dissolved at 0 to 5° C. And then water (96.6 kg) was added for 3 hours with maintaining 0 to 10° C. t...